This data is from the Open Reaction Database (ORD), a public repository of structured organic reaction records. The task is: describe an organic reaction: reactants, conditions, products, and yield Starting materials: CC1CCN(CC1)C(=O)Cl (4-Methyl-1-piperidinecarbonyl chloride), [H-].[Na+] (Sodium hydride), oil, COC(C1=C(C=CC(=C1)OC1=CC=CC=C1)O)=O (2-hydroxy-5-phenoxybenzoic acid methyl ester). Solvent: C1=CC=CC=C1 (benzene). Reaction conditions: time 30 minute. Product: COC(=O)C1=C(C=CC(=C1)OC1=CC=CC=C1)OC(=O)N1CCC(CC1)C (4-Methyl-1-piperidinecarboxylic acid 2-(methoxycarbonyl)-4-phenoxyphenyl ester). Isolated yield 111.7%. Reaction SMILES: [H-].[Na+].[CH3:3][O:4][C:5](=[O:20])[C:6]1[CH:11]=[C:10]([O:12][C:13]2[CH:18]=[CH:17][CH:16]=[CH:15][CH:14]=2)[CH:9]=[CH:8][C:7]=1[OH:19].[CH3:21][CH:22]1[CH2:27][CH2:26][N:25]([C:28](Cl)=[O:29])[CH2:24][CH2:23]1>C1C=CC=CC=1>[CH3:3][O:4][C:5]([C:6]1[CH:11]=[C:10]([O:12][C:13]2[CH:18]=[CH:17][CH:16]=[CH:15][CH:14]=2)[CH:9]=[CH:8][C:7]=1[O:19][C:28]([N:25]1[CH2:26][CH2:27][CH:22]([CH3:21])[CH2:23][CH2:24]1)=[O:29])=[O:20] |f:0.1|. Reported procedure: Sodium hydride (0.38 g, 9.93 mmol of a 60% oil dispersion) was added in portions under a nitrogen atmosphere to a solution of 2-hydroxy-5-phenoxybenzoic acid methyl ester (2.0 g, 8.19 mmol) in 30 ml of benzene. The reaction was stirred at room temperature for 30 minutes. 4-Methyl-1-piperidinecarbonyl chloride (1.46 g, 9.03 mmol) was then added and the reaction refluxed for 3.5 hours. The reaction mixture was washed with 1N HCl, dried (anhydrous MgSO4) and the solvent removed under reduced pressu... Starting materials: CN1CCCC1=O, O=C(O)CNC(=O)c1nc(Cl)c2ccccc2c1O, Sc1ccccc1. Yields the product O=C(O)CNC(=O)c1nc(Sc2ccccc2)c2ccccc2c1O. RXN SMILES: [CH3:27][N:28]1[CH2:29][CH2:30][CH2:31][C:32]1=[O:33].[Cl:1][c:2]1[n:3][c:4]([C:13](=[O:14])[NH:15][CH2:16][C:17](=[O:18])[OH:19])[c:5]([OH:12])[c:6]2[cH:7][cH:8][cH:9][cH:10][c:11]12.[SH:20][c:21]1[cH:22][cH:23][cH:24][cH:25][cH:26]1>>[c:2]1([S:20][c:21]2[cH:22][cH:23][cH:24][cH:25][cH:26]2)[n:3][c:4]([C:13](=[O:14])[NH:15][CH2:16][C:17](=[O:18])[OH:19])[c:5]([OH:12])[c:6]2[cH:7][cH:8][cH:9][cH:10][c:11]12. Starting materials: FC=1C=C(C=CC1[N+](=O)[O-])C (3-fluoro-4-nitrotoluene), [Mn](=O)(=O)(=O)[O-].[K+] (potassium permanganate), O (water). Yields the product FC=1C=C(C(=O)O)C=CC1[N+](=O)[O-] (3-fluoro-4-nitrobenzoic acid). The yield is 58.0%. As a reaction SMILES: [F:1][C:2]1[CH:3]=[C:4]([CH3:11])[CH:5]=[CH:6][C:7]=1[N+:8]([O-:10])=[O:9].[Mn]([O-])(=O)(=O)=[O:13].[K+].[OH2:18]>>[F:1][C:2]1[CH:3]=[C:4]([CH:5]=[CH:6][C:7]=1[N+:8]([O-:10])=[O:9])[C:11]([OH:13])=[O:18] |f:1.2|. Procedure: A mixture of 3-fluoro-4-nitrotoluene (10 g, 1 eq) and potassium permanganate (25.5 g, 2.5 eq) in water (1 L) is heated under reflux for 6 hours then cooled down to ambient temperature. The mixture is filtered on celite and the aqueous phase is washed twice with diethyl ether (2×300 ml). The aqueous phase is acidified, at 0° C., with a solution of concentrated hydrochloric acid then concentrated under reduced pressure at 40° C. to a volume of approximately 300 ml. The precipitate formed is filter...